Dataset: the Open Reaction Database (ORD), a public repository of structured organic reaction records. Task: describe an organic reaction: reactants, conditions, products, and yield Reactants: CC(C)(C)OC(=O)NC(Cc1c[nH]c2ccccc12)C(=O)N1CCc2ccccc2C1, ClCCl, O=C(O)C(F)(F)F. RXN SMILES: [C:1]([O:2][C:3](=[O:4])[NH:7][CH:8]([C:9](=[O:10])[N:11]1[CH2:12][c:13]2[cH:14][cH:15][cH:16][cH:17][c:18]2[CH2:19][CH2:20]1)[CH2:21][c:22]1[cH:23][nH:24][c:25]2[cH:26][cH:27][cH:28][cH:29][c:30]12)([CH3:5])([CH3:6])[CH3:31].[Cl:39][CH2:40][Cl:41].[OH:32][C:33]([C:34]([F:35])([F:36])[F:37])=[O:38]>>[NH2:7][CH:8]([C:9](=[O:10])[N:11]1[CH2:12][c:13]2[cH:14][cH:15][cH:16][cH:17][c:18]2[CH2:19][CH2:20]1)[CH2:21][c:22]1[cH:23][nH:24][c:25]2[cH:26][cH:27][cH:28][cH:29][c:30]12. Yields the product NC(Cc1c[nH]c2ccccc12)C(=O)N1CCc2ccccc2C1. Reactants: CNC1CCN(CC1)C(=O)OCC (ethyl 4-(methylamino)-1-piperidinecarboxylate), ClC1=NC=CC(=N1)N(C)C (2-chloro-N,N-dimethyl-4-pyrimidinamine), O (Water). The solvent is ClC(Cl)Cl (trichloromethane). Run at temperature 120 celsius. Product: CN(C1=NC(=NC=C1)CNC1CCN(CC1)C(=O)OCC)C (ethyl 4-[[4-dimethylamino-2-pyrimidinyl]methylamino]-1-piperidinecarboxylate). Yield: 60.2%. RXN SMILES: [CH3:1][NH:2][CH:3]1[CH2:8][CH2:7][N:6]([C:9]([O:11][CH2:12][CH3:13])=[O:10])[CH2:5][CH2:4]1.Cl[C:15]1[N:20]=[C:19]([N:21]([CH3:23])[CH3:22])[CH:18]=[CH:17][N:16]=1.O>ClC(Cl)Cl>[CH3:22][N:21]([CH3:23])[C:19]1[CH:18]=[CH:17][N:16]=[C:15]([CH2:1][NH:2][CH:3]2[CH2:8][CH2:7][N:6]([C:9]([O:11][CH2:12][CH3:13])=[O:10])[CH2:5][CH2:4]2)[N:20]=1. Procedure: A mixture of ethyl 4-(methylamino)-1-piperidinecarboxylate (111.75 g) and 2-chloro-N,N-dimethyl-4-pyrimidinamine (47.3 g) is stirred and heated in an oil-bath for 22 hours at 120° C. The reaction mixture is cooled and the product is taken up in trichloromethane (500 ml). Water (300 ml) is added and the layers are separated. The organic phase is washed with water (200 ml), dried, filtered and evaporated. The residue solidifies on triturating in petroleumether. The product is filtered off and crys...